This data is from the Open Reaction Database (ORD), a public repository of structured organic reaction records. The task is: describe an organic reaction: reactants, conditions, products, and yield Reactants: CC(C)(C)c1ccc(N2C(=O)c3ccccc3C2=O)cc1O, COS(=O)(=O)OC, CC(C)=O, [K+], [K+], O=C([O-])[O-]. Yields the product COc1cc(N2C(=O)c3ccccc3C2=O)ccc1C(C)(C)C. Reaction SMILES: [C:1]([CH3:2])([CH3:3])([CH3:4])[c:5]1[c:6]([OH:22])[cH:7][c:8]([N:11]2[C:12](=[O:21])[c:13]3[cH:14][cH:15][cH:16][cH:17][c:18]3[C:19]2=[O:20])[cH:9][cH:10]1.[CH3:23][O:24][S:25]([O:26][CH3:27])(=[O:28])=[O:29].[CH3:36][C:37](=[O:38])[CH3:39].[K+:30].[K+:31].[O-:32][C:33]([O-:34])=[O:35]>>[C:1]([CH3:2])([CH3:3])([CH3:4])[c:5]1[c:6]([O:22][CH3:23])[cH:7][c:8]([N:11]2[C:12](=[O:21])[c:13]3[cH:14][cH:15][cH:16][cH:17][c:18]3[C:19]2=[O:20])[cH:9][cH:10]1.